This data is from the Open Reaction Database (ORD), a public repository of structured organic reaction records. The task is: describe an organic reaction: reactants, conditions, products, and yield Reactants: ClC(=O)OCC (ethyl chloroformate), [NH4+].[Cl-] (NH4Cl), C(C)OC(=O)C=1N(C2=CC=C(C=C2C1I)Br)C1=CC=C(C=C1)OC(C)C (5-Bromo-3-iodo-1-(4-isopropoxyphenyl)indole-2-carboxylic acid ethyl ester), C(C)(C)[Mg]Cl (i-PrMgCl), [Li+].[Cl-] (LiCl). Solvent: CN1CCCN(C1=O)C (DMPU). Run at time 30 minute. The product is C(C)OC(=O)C=1N(C2=CC=C(C=C2C1C(=O)OCC)Br)C1=CC=C(C=C1)OC(C)C (5-Bromo-1-(4-isopropoxyphenyl)indole-2,3-dicarboxylic acid diethyl ester). Reaction SMILES: [CH2:1]([O:3][C:4]([C:6]1[N:7]([C:17]2[CH:22]=[CH:21][C:20]([O:23][CH:24]([CH3:26])[CH3:25])=[CH:19][CH:18]=2)[C:8]2[C:13]([C:14]=1I)=[CH:12][C:11]([Br:16])=[CH:10][CH:9]=2)=[O:5])[CH3:2].C([Mg]Cl)(C)C.[Li+].[Cl-].Cl[C:35]([O:37][CH2:38][CH3:39])=[O:36].[NH4+].[Cl-]>CN1C(=O)N(C)CCC1>[CH2:1]([O:3][C:4]([C:6]1[N:7]([C:17]2[CH:22]=[CH:21][C:20]([O:23][CH:24]([CH3:26])[CH3:25])=[CH:19][CH:18]=2)[C:8]2[C:13]([C:14]=1[C:35]([O:37][CH2:38][CH3:39])=[O:36])=[CH:12][C:11]([Br:16])=[CH:10][CH:9]=2)=[O:5])[CH3:2] |f:2.3,5.6|. Procedure: 5-Bromo-3-iodo-1-(4-isopropoxyphenyl)indole-2-carboxylic acid ethyl ester (1.0 g, 1.89 mmol; see step (b) above) in anhydrous DMPU (4 mL) was rapidly added to i-PrMgCl.LiCl (1.0 M in THF, 4.2 mmol, 4.2 mL) at −65° C. After 30 min at −65° C., ethyl chloroformate (720 mL, 7.56 mmol) was added and the mixture was allowed to warm to rt and poured into NH4Cl (aq, sat, 200 mL). The mixture was extracted with EtOAc (3×50 ml-L) and the combined extracts were washed with brine, dried (Na2SO4), concentrat...